Dataset: the Open Reaction Database (ORD), a public repository of structured organic reaction records. Task: describe an organic reaction: reactants, conditions, products, and yield The reactants are O1CCN(CC1)CCN(S(=O)(=O)C)C=1C=C2CC(N(C2=CC1)CC(=O)OC)=O (methyl 2-(5-(N-(2-morpholinoethyl)methylsulfonamido)-2-oxoindolin-1-yl)acetate), Cl (HCl). Solvent: O1CCOCC1 (dioxane). Reaction conditions: time 8 hour. Yields the product Cl.O1CCN(CC1)CCN(S(=O)(=O)C)C=1C=C2CC(N(C2=CC1)CC(=O)O)=O (2-(5-(N-(2-morpholinoethyl)-methylsulfonamido)-2-oxoindolin-1-yl)acetic acid hydrochloride). The yield is 100.0%. RXN SMILES: [O:1]1[CH2:6][CH2:5][N:4]([CH2:7][CH2:8][N:9]([C:14]2[CH:15]=[C:16]3[C:20](=[CH:21][CH:22]=2)[N:19]([CH2:23][C:24]([O:26]C)=[O:25])[C:18](=[O:28])[CH2:17]3)[S:10]([CH3:13])(=[O:12])=[O:11])[CH2:3][CH2:2]1.[ClH:29]>O1CCOCC1>[ClH:29].[O:1]1[CH2:6][CH2:5][N:4]([CH2:7][CH2:8][N:9]([C:14]2[CH:15]=[C:16]3[C:20](=[CH:21][CH:22]=2)[N:19]([CH2:23][C:24]([OH:26])=[O:25])[C:18](=[O:28])[CH2:17]3)[S:10]([CH3:13])(=[O:12])=[O:11])[CH2:3][CH2:2]1 |f:3.4|. Procedure details: To a solution of methyl 2-(5-(N-(2-morpholinoethyl)methylsulfonamido)-2-oxoindolin-1-yl)acetate (0.100 g, 0.243 mmol) in dioxane (5 ml), aqueous 37% HCl (5 ml) was added, and the mixture was stirred at room temperature overnight. The volatiles were removed under vacuum and crude 2-(5-(N-(2-morpholinoethyl)-methylsulfonamido)-2-oxoindolin-1-yl)acetic acid hydrochloride (0.105 g, 0.242 mmol, 100% yield, MS/ESI+ 398.0 [MH]+) was used as such in the next step. Starting materials: BrCCCCOC1=CC2=C(C(=NS2)C2=CC=C(C=C2)C(F)(F)F)C=C1 (6-(4-Bromo-butoxy)-3-(4-trifluoromethyl-phenyl)-benzo[d]isothiazole), N1CCCCC1 (Piperidine). Yields the product N1(CCCCC1)CCCCOC1=CC2=C(C(=NS2)C2=CC=C(C=C2)C(F)(F)F)C=C1 (6-(4-Piperidin-1-yl-butoxy)-3-(4-trifluoromethyl-phenyl)-benzo[d]isothiazole). Reaction SMILES: Br[CH2:2][CH2:3][CH2:4][CH2:5][O:6][C:7]1[CH:25]=[CH:24][C:10]2[C:11]([C:14]3[CH:19]=[CH:18][C:17]([C:20]([F:23])([F:22])[F:21])=[CH:16][CH:15]=3)=[N:12][S:13][C:9]=2[CH:8]=1.[NH:26]1[CH2:31][CH2:30][CH2:29][CH2:28][CH2:27]1>>[N:26]1([CH2:2][CH2:3][CH2:4][CH2:5][O:6][C:7]2[CH:25]=[CH:24][C:10]3[C:11]([C:14]4[CH:19]=[CH:18][C:17]([C:20]([F:23])([F:22])[F:21])=[CH:16][CH:15]=4)=[N:12][S:13][C:9]=3[CH:8]=2)[CH2:31][CH2:30][CH2:29][CH2:28][CH2:27]1. Procedure details: According to the method in example 7, 6-(4-Bromo-butoxy)-3-(4-trifluoromethyl-phenyl)-benzo[d]isothiazole and Piperidine were converted to yield 6-(4-Piperidin-1-yl-butoxy)-3-(4-trifluoromethyl-phenyl)-benzo[d]isothiazole, MS: 435 (MH+). Starting materials: CC(C)(C)c1cc(CSc2cc(CO)cc(SCc3cc(C(C)(C)C)cc(C(C)(C)C)c3)c2)cc(C(C)(C)C)c1, BrC(Br)(Br)Br, C1CCOC1. Yields the product CC(C)(C)c1cc(CSc2cc(CBr)cc(SCc3cc(C(C)(C)C)cc(C(C)(C)C)c3)c2)cc(C(C)(C)C)c1. RXN SMILES: [C:1]([CH3:2])([CH3:3])([CH3:4])[c:5]1[cH:6][c:7]([CH2:8][S:9][c:10]2[cH:11][c:12]([CH2:13][OH:14])[cH:15][c:16]([S:18][CH2:19][c:20]3[cH:21][c:22]([C:30]([CH3:31])([CH3:32])[CH3:33])[cH:23][c:24]([C:26]([CH3:27])([CH3:28])[CH3:29])[cH:25]3)[cH:17]2)[cH:34][c:35]([C:37]([CH3:38])([CH3:39])[CH3:40])[cH:36]1.[C:41]([Br:42])([Br:43])([Br:44])[Br:45].[O:46]1[CH2:47][CH2:48][CH2:49][CH2:50]1>>[C:1]([CH3:2])([CH3:3])([CH3:4])[c:5]1[cH:6][c:7]([CH2:8][S:9][c:10]2[cH:11][c:12]([CH2:13][Br:42])[cH:15][c:16]([S:18][CH2:19][c:20]3[cH:21][c:22]([C:30]([CH3:31])([CH3:32])[CH3:33])[cH:23][c:24]([C:26]([CH3:27])([CH3:28])[CH3:29])[cH:25]3)[cH:17]2)[cH:34][c:35]([C:37]([CH3:38])([CH3:39])[CH3:40])[cH:36]1.